This data is from the Open Reaction Database (ORD), a public repository of structured organic reaction records. The task is: describe an organic reaction: reactants, conditions, products, and yield Starting materials: BrC=1C=NNC1 (4-bromopyrazole), N1=CC=CC=C1 (pyridine), C1(=CC=CC=C1)C(C1=CC=CC=C1)(C1=CC=CC=C1)Cl (triphenylmethyl chloride). The reagents and catalysts are CN(C1=CC=NC=C1)C (4-dimethylaminopyridine). Solvent: O (water). Run at temperature 80 celsius, time 24 hour. The product is BrC=1C=NN(C1)C(C1=CC=CC=C1)(C1=CC=CC=C1)C1=CC=CC=C1 (4-bromo-1-trityl-1-H-pyrazole). As a reaction SMILES: [Br:1][C:2]1[CH:3]=[N:4][NH:5][CH:6]=1.N1C=CC=CC=1.[C:13]1([C:19](Cl)([C:26]2[CH:31]=[CH:30][CH:29]=[CH:28][CH:27]=2)[C:20]2[CH:25]=[CH:24][CH:23]=[CH:22][CH:21]=2)[CH:18]=[CH:17][CH:16]=[CH:15][CH:14]=1>CN(C)C1C=CN=CC=1.O>[Br:1][C:2]1[CH:3]=[N:4][N:5]([C:19]([C:13]2[CH:18]=[CH:17][CH:16]=[CH:15][CH:14]=2)([C:26]2[CH:27]=[CH:28][CH:29]=[CH:30][CH:31]=2)[C:20]2[CH:21]=[CH:22][CH:23]=[CH:24][CH:25]=2)[CH:6]=1. Reported procedure: In a 75 mL sealed tube, 4-bromopyrazole (1.0 g, 6.8 mmol), pyridine (21.0 mL, 258 mmol), triphenylmethyl chloride (2.1 g, 7.5 mmol), and 4-dimethylaminopyridine (0.17 g, 1.4 mmol) were added. The mixture was stirred at 80° C. for 24 hours. The mixture was diluted with water, and the solids which crashed out were filtered, rinsed with water and air-dried to yield 4-bromo-1-trityl-1-H-pyrazole as a white solid. The reactants are Brc1cncc(OCc2ccccc2)c1, CC(C)(C)OC(=O)N1CC2CCNC2C1. Product: CC(C)(C)OC(=O)N1CC2CCN(c3cncc(OCc4ccccc4)c3)C2C1. RXN SMILES: [CH2:1]([c:2]1[cH:3][cH:4][cH:5][cH:6][cH:7]1)[O:8][c:9]1[cH:10][n:11][cH:12][c:13]([Br:15])[cH:14]1.[NH:16]1[CH:17]2[CH:18]([CH2:19][CH2:20]1)[CH2:21][N:22]([C:24](=[O:25])[O:26][C:27]([CH3:28])([CH3:29])[CH3:30])[CH2:23]2>>[CH2:1]([c:2]1[cH:3][cH:4][cH:5][cH:6][cH:7]1)[O:8][c:9]1[cH:10][n:11][cH:12][c:13]([N:16]2[CH:17]3[CH:18]([CH2:19][CH2:20]2)[CH2:21][N:22]([C:24](=[O:25])[O:26][C:27]([CH3:28])([CH3:29])[CH3:30])[CH2:23]3)[cH:14]1.